This data is from the Open Reaction Database (ORD), a public repository of structured organic reaction records. The task is: describe an organic reaction: reactants, conditions, products, and yield The reactants are FC=1C=C(C=CC1OC)CCC(=O)OCC (ethyl 3-(3-fluoro-4-methoxyphenyl)propionate), [OH-].[Na+] (sodium hydroxide). Solvent: CO (methanol). Reaction conditions: temperature 60 celsius, time 16 hour. Yields the product FC=1C=C(C=CC1OC)CCC(=O)O (3-(3-fluoro-4-methoxyphenyl)propionic acid). Yield: 92.2%. Reaction SMILES: [F:1][C:2]1[CH:3]=[C:4]([CH2:10][CH2:11][C:12]([O:14]CC)=[O:13])[CH:5]=[CH:6][C:7]=1[O:8][CH3:9].[OH-].[Na+]>CO>[F:1][C:2]1[CH:3]=[C:4]([CH2:10][CH2:11][C:12]([OH:14])=[O:13])[CH:5]=[CH:6][C:7]=1[O:8][CH3:9] |f:1.2|. Reported procedure: A solution of Intermediate 8 (2.97 g) in methanol (40.0 ml) was added with 2 N aqueous sodium hydroxide (15.0 ml) and stirred at 60° C. for 16 hours. The reaction mixture was concentrated under reduced pressure, then made acidic with aqueous 5% hydrochloric acid under ice cooling, and extracted with ethyl acetate (200 ml). The organic layer was washed with saturated brine and dried, and then the solvent was evaporated under reduced pressure to obtain the title compound (Intermediate 9, 2.40 g). Starting materials: CC(CCCCCC)(C)C1=CC(=C(C=C1)C1CNCCC1)O (3-[4-(1,1-dimethylheptyl)-2-hydroxyphenyl]piperidine), Cl (hydrochloric acid), C(C)(=O)OCC (ethyl acetate), N1=CC=CC=C1 (pyridine), C(C)(=O)OC(C)=O (acetic anhydride). Yields the product C(C)(=O)N1CC(CCC1)C1=C(C=C(C=C1)C(CCCCCC)(C)C)OC(C)=O (1-Acetyl-3-[2-acetoxy-4-(1,1-dimethylheptyl)phenyl]piperidine). Reaction SMILES: [CH3:1][C:2]([C:10]1[CH:15]=[CH:14][C:13]([CH:16]2[CH2:21][CH2:20][CH2:19][NH:18][CH2:17]2)=[C:12]([OH:22])[CH:11]=1)([CH3:9])[CH2:3][CH2:4][CH2:5][CH2:6][CH2:7][CH3:8].N1C=CC=CC=1.[C:29](OC(=O)C)(=[O:31])[CH3:30].Cl.[C:37](OCC)(=[O:39])[CH3:38]>>[C:29]([N:18]1[CH2:19][CH2:20][CH2:21][CH:16]([C:13]2[CH:14]=[CH:15][C:10]([C:2]([CH3:1])([CH3:9])[CH2:3][CH2:4][CH2:5][CH2:6][CH2:7][CH3:8])=[CH:11][C:12]=2[O:22][C:37](=[O:39])[CH3:38])[CH2:17]1)(=[O:31])[CH3:30]. Procedure: To a solution of 2.0 g. of 3-[4-(1,1-dimethylheptyl)-2-hydroxyphenyl]piperidine in 20 ml. of pyridine at 10° C. is added 20 ml. of acetic anhydride and the mixture stirred under nitrogen for 18 hours. It is then poured onto ice/water and acidified with dilute hydrochloric acid. The product is isolated by extraction with ethyl acetate (2 × 100 ml.). The combined extracts are washed with brine, dried (MgSO4) and evaporated to give the product as an oil. Reactants: OC1=CC(=C(C=C1)NC(C1=CC=CC=C1)=O)C(=O)C1=CC=CC=C1 (N-[4-hydroxy-2-(phenylcarbonyl)phenyl]benzamide), C([O-])([O-])=O.[K+].[K+] (potassium carbonate), CN(C=O)C (dimethyl formamide), O (water), C(C1=CC=CC=C1)Br (benzyl bromide). Conditions: time 8 hour. Yields the product C1(=CC=CC=C1)C1=NNC2=CC=C(C=C12)OCC1=CC=CC=C1 (3-PHENYL-5-(PHENYLMETHOXY)-1H-INDAZOLE). Yield: 63.0%. Reaction SMILES: [OH:1][C:2]1[CH:7]=[CH:6][C:5]([NH:8]C(=O)C2C=CC=CC=2)=[C:4]([C:17]([C:19]2[CH:24]=[CH:23][CH:22]=[CH:21][CH:20]=2)=O)[CH:3]=1.C(=O)([O-])[O-].[K+].[K+].[CH2:31](Br)[C:32]1[CH:37]=[CH:36][CH:35]=[CH:34][CH:33]=1.O.C[N:41](C)C=O>>[C:19]1([C:17]2[C:4]3[C:5](=[CH:6][CH:7]=[C:2]([O:1][CH2:31][C:32]4[CH:37]=[CH:36][CH:35]=[CH:34][CH:33]=4)[CH:3]=3)[NH:8][N:41]=2)[CH:20]=[CH:21][CH:22]=[CH:23][CH:24]=1 |f:1.2.3|. Procedure: To a solution of N-[4-hydroxy-2-(phenylcarbonyl)phenyl]benzamide (4.0 g, 12.6 mmol) in dimethyl formamide (DMF) (15 mL) was added potassium carbonate (K2CO3) (large excess) then benzyl bromide (660 μL, 5.5 mmol). The reaction was stirred overnight. It was added to water (100 mL) then extracted with ethyl acetate (3×40 mL). The combined organic layers were dried (Na2SO4) then concentrated under vacuo to give a solid which was recrystallized with ethyl acetate/hexane to give the title compound (3.... Starting materials: CS(C)=O, O=C(OCCCl)C(F)(F)F, [H-], [Na+]. The product is FC(F)(F)C1OCCO1. As a reaction SMILES: [CH3:13][S:14]([CH3:15])=[O:16].[F:3][C:4]([C:5](=[O:6])[O:7][CH2:8][CH2:9][Cl:10])([F:11])[F:12].[H-:2].[Na+:1]>>[F:3][C:4]([CH:5]1[O:6][CH2:9][CH2:8][O:7]1)([F:11])[F:12].